Task: describe an organic reaction: reactants, conditions, products, and yield. Dataset: the Open Reaction Database (ORD), a public repository of structured organic reaction records Starting materials: C1OC(CCCCN2CCC3(C(NC(N3)=O)=O)CC2)(C2=C(C=CC(=C2)Cl)OC)OC1 (8-[5,5-ethylenedioxy-5-(5-chloro-2-methoxyphenyl)pentyl]-1,3,8-triaza-spiro[4.5]decane-2,4-dione), Cl (hydrochloric acid). The solvent is CO (methanol). Conditions: time 4 hour. Product: Cl.ClC=1C=CC(=C(C1)C(CCCCN1CCC2(C(NC(N2)=O)=O)CC1)=O)OC (8-[5-(5-chloro-2-methoxyphenyl)-5-oxopentyl]-1,3,8-triazaspiro[4.5]decane-2,4-dione hydrochloride). RXN SMILES: C1CO[C:3]([C:20]2[CH:25]=[C:24]([Cl:26])[CH:23]=[CH:22][C:21]=2[O:27][CH3:28])([CH2:4][CH2:5][CH2:6][CH2:7][N:8]2[CH2:19][CH2:18][C:11]3([NH:15][C:14](=[O:16])[NH:13][C:12]3=[O:17])[CH2:10][CH2:9]2)[O:2]1.Cl>CO>[ClH:26].[Cl:26][C:24]1[CH:23]=[CH:22][C:21]([O:27][CH3:28])=[C:20]([C:3](=[O:2])[CH2:4][CH2:5][CH2:6][CH2:7][N:8]2[CH2:19][CH2:18][C:11]3([NH:15][C:14](=[O:16])[NH:13][C:12]3=[O:17])[CH2:10][CH2:9]2)[CH:25]=1 |f:3.4|. Reported procedure: A mixture of 8-[5,5-ethylenedioxy-5-(5-chloro-2-methoxyphenyl)pentyl]-1,3,8-triaza-spiro[4.5]decane-2,4-dione (1-1.1 g, 2.3-2.6 mmol), prepared as in Example 23, 10% hydrochloric acid (approximately 1 mL) and methanol (approximately 30 mL) was heated to a boil and then allowed to cool and stand approximately 4 hour at 25° C. The solids were collected and dried under vacuum at 70° C. to give 8-[5-(5-chloro-2-methoxyphenyl)-5-oxopentyl]-1,3,8-triazaspiro[4.5]decane-2,4-dione hydrochloride (0.37 g,... Starting materials: C(CCCCC)N=C=O (hexyl isocyanate), CN1CCCC2=CC(=CC=C12)O (1-methyl-1, 2, 3, 4-tetrahydro-quinolin-6-ol), [H-].[Na+] (sodium hydride). Solvent: O1CCCC1 (tetrahydrofuran), O1CCCC1 (tetrahydrofuran). Conditions: time 20 minute. Product: CN1CCCC2=CC(=CC=C12)OC(NCCCCCC)=O (Hexyl-carbamic acid 1-methyl-1, 2, 3, 4-tetrahydro-quinolin-6-yl ester). RXN SMILES: [CH3:1][N:2]1[C:11]2[C:6](=[CH:7][C:8]([OH:12])=[CH:9][CH:10]=2)[CH2:5][CH2:4][CH2:3]1.[H-].[Na+].[CH2:15]([N:21]=[C:22]=[O:23])[CH2:16][CH2:17][CH2:18][CH2:19][CH3:20]>O1CCCC1>[CH3:1][N:2]1[C:11]2[C:6](=[CH:7][C:8]([O:12][C:22](=[O:23])[NH:21][CH2:15][CH2:16][CH2:17][CH2:18][CH2:19][CH3:20])=[CH:9][CH:10]=2)[CH2:5][CH2:4][CH2:3]1 |f:1.2|. Procedure: A solution of 1-methyl-1, 2, 3, 4-tetrahydro-quinolin-6-ol (0.244 g., 1 mmol) in dry tetrahydrofuran (5 ml) was added to a stirred suspension of sodium hydride (0.024 g., 1 mmol) in dry tetrahydrofuran (5 ml) at −10° C. during 5 min. The reaction mixture was stirred for 20 min. Then hexyl isocyanate (0.26 g., 1 mmol) was added to the stirring reaction mixture. Stirring was continued for additional 2.5 hours during which the temperature was allowed to rise to room temperature (34° C.). The reacti... Reactants: C1(=C(C(=O)C(=C(C1=O)Cl)Cl)Cl)Cl (chloranil), Cl.C(C1=CC=CC=C1)NC(CCN)=O (β-alanine benzyl amide HCl), ClC(Cl)(OC(OC(Cl)(Cl)Cl)=O)Cl (triphosgene), [N-]=C=O (isocyanate), secondary amine. The solvent is CN1CCOCC1 (N-methyl morpholine). Run at time 10 minute. Product: NC(=O)N.C(C1=CC=CC=C1)N.NCCC(=O)O (β-Alanine Benzyl Amine Urea). RXN SMILES: Cl.[CH2:2]([NH:9][C:10](=[O:14])[CH2:11][CH2:12][NH2:13])[C:3]1[CH:8]=[CH:7][CH:6]=[CH:5][CH:4]=1.ClC(Cl)([O:18]C(=O)OC(Cl)(Cl)Cl)Cl.[N-:27]=C=O.C1(Cl)C(=O)C(Cl)=C(Cl)C(=O)C=1Cl>CN1CCOCC1>[NH2:9][C:10]([NH2:27])=[O:14].[CH2:2]([NH2:9])[C:3]1[CH:8]=[CH:7][CH:6]=[CH:5][CH:4]=1.[NH2:13][CH2:12][CH2:11][C:10]([OH:14])=[O:18] |f:0.1,6.7.8|. Procedure details: To a solution of β-alanine benzyl amide HCl (80 mg, 0.36 mmol) in N-methyl morpholine (120 μi) and MC (2 mL), triphosgene (0.72 mmol) was added at room temperature. After 10 minutes, the resulted isocyanate solution was added to a suspension of the secondary amine resin obtained in above step (2) (100 mg, 0.048 mmol) and kept shaking for 3 hrs at room temperature. The resin was washed with DMF, MeOH and MC, and the completion of reaction was checked with chloranil test. Reactants: C(CCCC)N(C(=O)N1C[C@H](N(CC1)C(N(C1=CC=CC=C1)C1=CC(=CC=C1)Cl)=O)C(=O)O)CCCCC ((S)-4-(dipentylcarbamoyl)-1-(N-(3-chlorophenyl)-N-phenylcarbamoyl)piperazine-2-carboxylic acid), COC1=C(CN(CCN)C)C=CC=C1 (N-(2-methoxybenzyl)-N-methylethylenediamine), C=1C=CC2=C(C1)N=NN2O (HOBt), CCN=C=NCCCN(C)C (EDAC). The product is ClC=1C=C(C=CC1)N(C(=O)N1[C@@H](CN(CC1)C(N(CCCCC)CCCCC)=O)C(=O)NCCN(CC1=C(C=CC=C1)OC)C)C1=CC=CC=C1 ((S)-1-(N-(3-chlorophenyl)-N-phenylcarbamoyl)-2-(2-(N-methyl-N-(2-methoxybenzyl)amino)ethylaminocarbonyl)-4-(N,N-di-n-pentylcarbamoyl) piperazine). Isolated yield 84.5%. RXN SMILES: [CH2:1]([N:6]([CH2:34][CH2:35][CH2:36][CH2:37][CH3:38])[C:7]([N:9]1[CH2:14][CH2:13][N:12]([C:15](=[O:30])[N:16]([C:23]2[CH:28]=[CH:27][CH:26]=[C:25]([Cl:29])[CH:24]=2)[C:17]2[CH:22]=[CH:21][CH:20]=[CH:19][CH:18]=2)[C@H:11]([C:31](O)=[O:32])[CH2:10]1)=[O:8])[CH2:2][CH2:3][CH2:4][CH3:5].C1C=CC2N(O)N=NC=2C=1.CCN=C=NCCCN(C)C.[CH3:60][O:61][C:62]1[CH:73]=[CH:72][CH:71]=[CH:70][C:63]=1[CH2:64][N:65]([CH3:69])[CH2:66][CH2:67][NH2:68]>>[Cl:29][C:25]1[CH:24]=[C:23]([N:16]([C:17]2[CH:18]=[CH:19][CH:20]=[CH:21][CH:22]=2)[C:15]([N:12]2[CH2:13][CH2:14][N:9]([C:7](=[O:8])[N:6]([CH2:1][CH2:2][CH2:3][CH2:4][CH3:5])[CH2:34][CH2:35][CH2:36][CH2:37][CH3:38])[CH2:10][C@H:11]2[C:31]([NH:68][CH2:67][CH2:66][N:65]([CH3:69])[CH2:64][C:63]2[CH:70]=[CH:71][CH:72]=[CH:73][C:62]=2[O:61][CH3:60])=[O:32])=[O:30])[CH:28]=[CH:27][CH:26]=1. Reported procedure: According to the procedure of Example 1, Step E above, 43 mg (0.079 mmole) of (S)-4-(dipentylcarbamoyl)-1-(N-(3-chlorophenyl)-N-phenylcarbamoyl)piperazine-2-carboxylic acid, 12 mg (0.087 mmole) of HOBt, 21 mg (0.111 mmole) of EDAC, and 31 mg (0.158 mmole) of N-(2-methoxybenzyl)-N-methylethylenediamine after purification by flash chromatography on 16 g of silica gel eluting with 100:4 CH2Cl2 :methanol provided 48 mg (84%) of an oil.